Task: describe an organic reaction: reactants, conditions, products, and yield. Dataset: the Open Reaction Database (ORD), a public repository of structured organic reaction records Starting materials: COC(C)(C)C, Cc1cc(F)ccc1-c1cc(Cl)ncc1N(C)C(=O)C(C)(C)c1cc(C(F)(F)F)cc(C(F)(F)F)c1, NCCN. The product is Cc1cc(F)ccc1-c1cc(NCCN)ncc1N(C)C(=O)C(C)(C)c1cc(C(F)(F)F)cc(C(F)(F)F)c1. RXN SMILES: [CH3:41][O:42][C:43]([CH3:44])([CH3:45])[CH3:46].[F:1][C:2]([c:3]1[cH:4][c:5]([C:13]([C:14](=[O:15])[N:16]([CH3:17])[c:18]2[cH:19][n:20][c:21]([Cl:32])[cH:22][c:23]2-[c:24]2[c:25]([CH3:31])[cH:26][c:27]([F:30])[cH:28][cH:29]2)([CH3:33])[CH3:34])[cH:6][c:7]([C:9]([F:10])([F:11])[F:12])[cH:8]1)([F:35])[F:36].[NH2:37][CH2:38][CH2:39][NH2:40]>>[F:1][C:2]([c:3]1[cH:4][c:5]([C:13]([C:14](=[O:15])[N:16]([CH3:17])[c:18]2[cH:19][n:20][c:21]([NH:40][CH2:39][CH2:38][NH2:37])[cH:22][c:23]2-[c:24]2[c:25]([CH3:31])[cH:26][c:27]([F:30])[cH:28][cH:29]2)([CH3:33])[CH3:34])[cH:6][c:7]([C:9]([F:10])([F:11])[F:12])[cH:8]1)([F:35])[F:36]. The reactants are ice water, C(C)I (ethyl iodide), C(C)C=1C(N(CC1C)C(=O)NCC1CCOC2=CC(=C(C=C12)S(N)(=O)=O)O)=O (4-((3-ethyl-4-methyl-2-oxo-3-pyrroline-1-carboxamido)-methyl)-6-sulfamoyl-7-hydroxychroman), C([O-])([O-])=O.[K+].[K+] (potassium carbonate), Cl (hydrochloric acid). Run in CC(=O)C (acetone). Product: C(C)C=1C(N(CC1C)C(=O)NCC1CCOC2=CC(=C(C=C12)S(N)(=O)=O)OCC)=O (4-((3-Ethyl-4-methyl-2-oxo-3-pyrroline-1-carboxamido)-methyl)-6-sulfamoyl-7-ethoxychroman). As a reaction SMILES: [CH2:1](I)[CH3:2].[CH2:4]([C:6]1[C:7](=[O:31])[N:8]([C:12]([NH:14][CH2:15][CH:16]2[C:25]3[C:20](=[CH:21][C:22]([OH:30])=[C:23]([S:26](=[O:29])(=[O:28])[NH2:27])[CH:24]=3)[O:19][CH2:18][CH2:17]2)=[O:13])[CH2:9][C:10]=1[CH3:11])[CH3:5].C(=O)([O-])[O-].[K+].[K+].Cl>CC(C)=O>[CH2:4]([C:6]1[C:7](=[O:31])[N:8]([C:12]([NH:14][CH2:15][CH:16]2[C:25]3[C:20](=[CH:21][C:22]([O:30][CH2:1][CH3:2])=[C:23]([S:26](=[O:28])(=[O:29])[NH2:27])[CH:24]=3)[O:19][CH2:18][CH2:17]2)=[O:13])[CH2:9][C:10]=1[CH3:11])[CH3:5] |f:2.3.4|. Procedure details: 2.16 ml (0.027 mol) of ethyl iodide are added to a suspension of 9 g (0.022 mol) of 4-((3-ethyl-4-methyl-2-oxo-3-pyrroline-1-carboxamido)-methyl)-6-sulfamoyl-7-hydroxychroman and 6.1 g (0.044 mol) of potassium carbonate in 60 ml of acetone. After stirring under reflux for three hours, the mixture is introduced into ice/water and cautiously acidified with concentrated hydrochloric acid. The precipitate is filtered off with suction, washed several times with cold water, dried and recrystallized fr... Reactants: CCCN, CC(C)c1ccc(S(=O)(=O)Cc2ccc(CC(=O)O)cc2)cc1, O, c1ccncc1. The product is CCCNC(=O)Cc1ccc(CS(=O)(=O)c2ccc(C(C)C)cc2)cc1. As a reaction SMILES: [CH3:24][CH2:25][CH2:26][NH2:27].[CH:1]([CH3:2])([CH3:3])[c:4]1[cH:5][cH:6][c:7]([S:10](=[O:11])(=[O:12])[CH2:13][c:14]2[cH:15][cH:16][c:17]([CH2:20][C:21](=[O:22])[OH:23])[cH:18][cH:19]2)[cH:8][cH:9]1.[OH2:28].[cH:29]1[cH:30][cH:31][n:32][cH:33][cH:34]1>>[CH:1]([CH3:2])([CH3:3])[c:4]1[cH:5][cH:6][c:7]([S:10](=[O:11])(=[O:12])[CH2:13][c:14]2[cH:15][cH:16][c:17]([CH2:20][C:21](=[O:22])[NH:27][CH2:26][CH2:25][CH3:24])[cH:18][cH:19]2)[cH:8][cH:9]1. Reactants: ClC1=NC(=CC(=N1)C(F)F)C=1C=NC(=CC1)C(F)(F)F (2-chloro-4-difluoromethyl-6-(6-trifluoromethyl-pyridin-3-yl)-pyrimidine), BrC=1C=C(C=CC1)B(O)O (3-bromo-benzene-boronic acid). Yields the product BrC=1C=C(C=CC1)C1=NC(=CC(=N1)C(F)F)C=1C=NC(=CC1)C(F)(F)F (2-(3-Bromo-phenyl)-4-difluoromethyl-6-(6-trifluoromethyl-pyridin-3-yl)-pyrimidine), solid. Isolated yield 32.0%. Reaction SMILES: Cl[C:2]1[N:7]=[C:6]([CH:8]([F:10])[F:9])[CH:5]=[C:4]([C:11]2[CH:12]=[N:13][C:14]([C:17]([F:20])([F:19])[F:18])=[CH:15][CH:16]=2)[N:3]=1.[Br:21][C:22]1[CH:23]=[C:24](B(O)O)[CH:25]=[CH:26][CH:27]=1>>[Br:21][C:22]1[CH:27]=[C:26]([C:2]2[N:7]=[C:6]([CH:8]([F:10])[F:9])[CH:5]=[C:4]([C:11]3[CH:12]=[N:13][C:14]([C:17]([F:20])([F:19])[F:18])=[CH:15][CH:16]=3)[N:3]=2)[CH:25]=[CH:24][CH:23]=1. Procedure: The title compound was prepared from 2-chloro-4-difluoromethyl-6-(6-trifluoromethyl-pyridin-3-yl)-pyrimidine (example A.3) (2.0 g, 6.46 mmol) and commercially available 3-bromo-benzene-boronic acid (1.43 g, 7.12 mmol) according to the general procedure IIb. Obtained as a white solid (0.89 g, 32%). MS (ISP) 430.1 [(M+H)+]; mp 148.5° C. Yield: 1.0%. The product is N.C(Cl)Cl (ammonia DCM), N1(CCCCC1)CCCOC1=C(CNC2=NC=CC=C2)C=CC=C1 ([2-(3-Piperidin-1-yl-propoxy)-benzyl]-pyridin-2-yl-amine). Reported procedure: A solution of 2-(3-piperidin-1-yl-propoxy)-benzaldehyde (269 mg), 2-aminopyridine (110 mg), and acetic acid (0.07 mL) in DCM (5 mL) was treated with sodium triacetoxyborohydride (410 mg). After 16 h, the resulting mixture was treated with 10% sodium hydroxide (6 mL) and extracted with DCM (3×10 mL). The combined organic phases were dried (sodium sulfate) and evaporated. Chromatography of the residue (1-5% 2 M methanolic ammonia/DCM) gave the title compound as a colorless oil (128 mg). 1H NMR (40... RXN SMILES: [N:1]1([CH2:7][CH2:8][CH2:9][O:10][C:11]2[CH:18]=[CH:17][CH:16]=[CH:15][C:12]=2[CH:13]=O)[CH2:6][CH2:5][CH2:4][CH2:3][CH2:2]1.[NH2:19][C:20]1[CH:25]=[CH:24][CH:23]=[CH:22][N:21]=1.C(O[BH-](OC(=O)C)OC(=O)C)(=O)C.[Na+].[OH-].[Na+].[CH2:42]([Cl:44])[Cl:43]>C(O)(=O)C>[NH3:1].[CH2:42]([Cl:44])[Cl:43].[N:1]1([CH2:7][CH2:8][CH2:9][O:10][C:11]2[CH:18]=[CH:17][CH:16]=[CH:15][C:12]=2[CH2:13][NH:19][C:20]2[CH:25]=[CH:24][CH:23]=[CH:22][N:21]=2)[CH2:6][CH2:5][CH2:4][CH2:3][CH2:2]1 |f:2.3,4.5,8.9|. The reactants are [OH-].[Na+] (sodium hydroxide), N1(CCCCC1)CCCOC1=C(C=O)C=CC=C1 (2-(3-piperidin-1-yl-propoxy)-benzaldehyde), NC1=NC=CC=C1 (2-aminopyridine), C(C)(=O)O[BH-](OC(C)=O)OC(C)=O.[Na+] (sodium triacetoxyborohydride), C(Cl)Cl (DCM). Solvent: C(C)(=O)O (acetic acid). Run at time 16 hour.